From a dataset of the Open Reaction Database (ORD), a public repository of structured organic reaction records. describe an organic reaction: reactants, conditions, products, and yield The reactants are CC(=O)Nc1ccc(NC(=O)OCC(Cl)(Cl)Cl)cn1, CS(C)=O, CCN(C(C)C)C(C)C, Fc1cccc(-c2csc(N3CCNCC3)n2)c1, O. Product: CC(=O)Nc1ccc(NC(=O)N2CCN(c3nc(-c4cccc(F)c4)cs3)CC2)cn1. RXN SMILES: [C:1]([CH3:2])(=[O:3])[NH:4][c:5]1[cH:6][cH:7][c:8]([NH:11][C:12]([O:13][CH2:14][C:15]([Cl:16])([Cl:17])[Cl:18])=[O:19])[cH:9][n:10]1.[CH3:48][S:49](=[O:50])[CH3:51].[CH:38]([N:39]([CH:40]([CH3:41])[CH3:42])[CH2:43][CH3:44])([CH3:45])[CH3:46].[F:20][c:21]1[cH:22][c:23](-[c:27]2[n:28][c:29]([N:32]3[CH2:33][CH2:34][NH:35][CH2:36][CH2:37]3)[s:30][cH:31]2)[cH:24][cH:25][cH:26]1.[OH2:47]>>[C:1]([CH3:2])(=[O:3])[NH:4][c:5]1[cH:6][cH:7][c:8]([NH:11][C:12](=[O:19])[N:35]2[CH2:34][CH2:33][N:32]([c:29]3[n:28][c:27](-[c:23]4[cH:22][c:21]([F:20])[cH:26][cH:25][cH:24]4)[cH:31][s:30]3)[CH2:37][CH2:36]2)[cH:9][n:10]1. The reactants are ice water, OCNC(CCl)=O (N-hydroxymethyl-2-chloroacetamide), CSC1=C(C=CC(=C1)C(C)(C)C)O (2-methylthio-4-(1,1-dimethylethyl)phenol), S(O)(O)(=O)=O (sulfuric acid), Cl (hydrochloric acid). Solvent: C(C)(=O)O (acetic acid), C(C)O (ethanol). Conditions: temperature 20 celsius, time 16 hour. The product is Cl.NCC1=C(C(=CC(=C1)C(C)(C)C)SC)O (2-aminomethyl-4-(1,1-dimethylethyl)6-(methylthio)phenol hydrochloride). RXN SMILES: O[CH2:2][NH:3]C(=O)C[Cl:6].[CH3:8][S:9][C:10]1[CH:15]=[C:14]([C:16]([CH3:19])([CH3:18])[CH3:17])[CH:13]=[CH:12][C:11]=1[OH:20].S(=O)(=O)(O)O.Cl>C(O)(=O)C.C(O)C>[ClH:6].[NH2:3][CH2:2][C:12]1[CH:13]=[C:14]([C:16]([CH3:17])([CH3:19])[CH3:18])[CH:15]=[C:10]([S:9][CH3:8])[C:11]=1[OH:20] |f:6.7|. Procedure: Pulverized N-hydroxymethyl-2-chloroacetamide (3.32 g., 0.027 mole) is added portionwise over 15 minutes to a solution of 2-methylthio-4-(1,1-dimethylethyl)phenol (5.3 g., 0.027 mole) and conc. sulfuric acid (10 ml.) in acetic acid (150 ml.) cooled in an ice bath. The resulting reaction mixture is stirred at 20° C. for 16 hours and then poured into ice-water (1 l.) whereupon a white gum is deposited. The gum is extracted with ether and the etheral extract, washed well with water and saturated bri... Starting materials: BrC1=CC(=C(C=C1F)NC(C(F)(F)F)=O)[N+](=O)[O-] (N-(4-bromo-5-fluoro-2-nitrophenyl)-2,2,2-trifluoroacetamide), CO (CH3OH), C(=O)([O-])[O-].[K+].[K+] (K2CO3). Run in O (H2O). Run at time 30 minute. Yields the product BrC1=CC(=C(N)C=C1F)[N+](=O)[O-] (4-bromo-5-fluoro-2-nitroaniline). Isolated yield 83.8%. RXN SMILES: [Br:1][C:2]1[C:7]([F:8])=[CH:6][C:5]([NH:9]C(=O)C(F)(F)F)=[C:4]([N+:16]([O-:18])=[O:17])[CH:3]=1.CO.C([O-])([O-])=O.[K+].[K+]>O>[Br:1][C:2]1[C:7]([F:8])=[CH:6][C:5]([NH2:9])=[C:4]([N+:16]([O-:18])=[O:17])[CH:3]=1 |f:2.3.4|. Procedure: To N-(4-bromo-5-fluoro-2-nitrophenyl)-2,2,2-trifluoroacetamide (3.5 g, 10.5 mmol) was added CH3OH (30 mL) followed by 1.0 M K2CO3 (10.5 mL, 10.5 mmol), and the solution was stirred for 30 minutes (Charifson, P. S.; et al. J. Med. Chem. 2008, 51, 5243-5263). The solution was diluted with H2O and stirred for 1 hour. The resulting orange solid was collected by filtration and dried in a vacuum oven to give the title compound (2.1 g, 8.8 mmol, 84%). Reactants: O=C([O-])[O-], O=C([O-])[O-], CO, Cn1cc2c(C#CCO)cccc2n1, [Ca+2], [Pd+2]. The product is Cn1cc2c(C=CCO)cccc2n1. Reaction SMILES: [C:17](=[O:18])([O-:19])[O-:20].[C:23](=[O:24])([O-:25])[O-:26].[CH3:15][OH:16].[CH3:1][n:2]1[n:3][c:4]2[cH:5][cH:6][cH:7][c:8]([C:11]#[C:12][CH2:13][OH:14])[c:9]2[cH:10]1.[Ca+2:21].[Pd+2:22]>>[CH3:1][n:2]1[n:3][c:4]2[cH:5][cH:6][cH:7][c:8]([CH:11]=[CH:12][CH2:13][OH:14])[c:9]2[cH:10]1. Starting materials: Cl.N1=C2C(=CC=C1)C(CCCC2)=O (6,7,8,9-Tetrahydro-5H-cyclohepta[b]pyridin-5-one, monohydrochloride), BrBr (bromine). The solvent is Br (hydrobromic acid), Br (hydrobromic acid). Run at time 2 hour. Yields the product Br.BrC1C(C=2C(=NC=CC2)CCC1)=O (6-bromo-6,7,8,9-tetrahydro-5H-cyclohepta[b]pyridin-5-one, hydrobromide). Yield: 138.0%. Reaction SMILES: Cl.[N:2]1[CH:7]=[CH:6][CH:5]=[C:4]2[C:8](=[O:13])[CH2:9][CH2:10][CH2:11][CH2:12][C:3]=12.[Br:14]Br>Br>[BrH:14].[Br:14][CH:9]1[CH2:10][CH2:11][CH2:12][C:3]2=[N:2][CH:7]=[CH:6][CH:5]=[C:4]2[C:8]1=[O:13] |f:0.1,4.5|. Procedure details: To a warm solution of 4.61 g (28.60 mmol) of 6,7,8,9-tetrahydro-5H-cyclohepta[b]pyridin-5-one (Example 41) in 50 ml of 48% hydrobromic acid is added dropwise a solution of 5.00 g (31.28 mmol) of bromine in 10 ml of 48% hydrobromic acid. The solution is stirred at room temperature for 2 hours and then concentrated to an orange oil. Crystallization in 95% ethanol affords 6.93 g (75.5%) of 6-bromo-6,7,8,9-tetrahydro-5H-cyclohepta[b]pyridin-5-one, hydrobromide as a white solid; mp 193°-195° C. RXN SMILES: CC1(C)C(C)(C)OB([C:9]2[CH:10]=[C:11]([C:24]3[N:29]=[C:28]([C:30]4[CH:35]=[CH:34][C:33]([C:36]([CH3:39])([CH3:38])[CH3:37])=[CH:32][CH:31]=4)[N:27]=[C:26]([C:40]4[CH:45]=[CH:44][C:43]([C:46]([CH3:49])([CH3:48])[CH3:47])=[CH:42][CH:41]=4)[N:25]=3)[CH:12]=[C:13](B3OC(C)(C)C(C)(C)O3)[CH:14]=2)O1.Br[C:52]1[C:65]2[C:56](=[C:57]3[C:62](=[CH:63][CH:64]=2)[CH:61]=[CH:60][CH:59]=[N:58]3)[N:55]=[CH:54][CH:53]=1.[Cl-].[Li+].C(=O)([O-])[O-].[Na+].[Na+]>C1C=CC([P]([Pd]([P](C2C=CC=CC=2)(C2C=CC=CC=2)C2C=CC=CC=2)([P](C2C=CC=CC=2)(C2C=CC=CC=2)C2C=CC=CC=2)[P](C2C=CC=CC=2)(C2C=CC=CC=2)C2C=CC=CC=2)(C2C=CC=CC=2)C2C=CC=CC=2)=CC=1.C(O)C.C1(C)C=CC=CC=1>[N:55]1[C:56]2[C:65](=[CH:64][CH:63]=[C:62]3[C:57]=2[N:58]=[CH:59][CH:60]=[CH:61]3)[C:52]([C:13]2[CH:12]=[C:11]([C:24]3[N:25]=[C:26]([C:40]4[CH:41]=[CH:42][C:43]([C:46]([CH3:47])([CH3:48])[CH3:49])=[CH:44][CH:45]=4)[N:27]=[C:28]([C:30]4[CH:31]=[CH:32][C:33]([C:36]([CH3:39])([CH3:37])[CH3:38])=[CH:34][CH:35]=4)[N:29]=3)[CH:10]=[C:9]([C:61]3[C:62]4[C:57](=[C:56]5[C:65](=[CH:64][CH:63]=4)[CH:52]=[CH:53][CH:54]=[N:55]5)[N:58]=[CH:59][CH:60]=3)[CH:14]=2)=[CH:53][CH:54]=1 |f:2.3,4.5.6,^1:77,79,98,117|. The reactants are CC1(OB(OC1(C)C)C=1C=C(C=C(C1)B1OC(C(O1)(C)C)(C)C)C1=NC(=NC(=N1)C1=CC=C(C=C1)C(C)(C)C)C1=CC=C(C=C1)C(C)(C)C)C (2-[3,5-bis(4,4,5,5-tetramethyl-1,3,2-dioxaborolan-2-yl)-phenyl]-4,6-bis(4-tert-butylphenyl)-1,3,5-triazine), C([O-])([O-])=O.[Na+].[Na+] (sodium carbonate), BrC1=CC=NC2=C3N=CC=CC3=CC=C12 (4-bromo-1,10-phenanthroline), [Cl-].[Li+] (lithium chloride). Product: N1=CC=C(C2=CC=C3C=CC=NC3=C12)C=1C=C(C=C(C1)C1=CC=NC2=C3N=CC=CC3=CC=C12)C1=NC(=NC(=N1)C1=CC=C(C=C1)C(C)(C)C)C1=CC=C(C=C1)C(C)(C)C (2-[3,5-bis(1,10-phenanthrolin-4-yl)phenyl]-4,6-bis(4-tert-butylphenyl)-1,3,5-triazine). Conditions: temperature 100 celsius, time 88 hour. Procedure: In a stream of argon, 168 mg of 2-[3,5-bis(4,4,5,5-tetramethyl-1,3,2-dioxaborolan-2-yl)-phenyl]-4,6-bis(4-tert-butylphenyl)-1,3,5-triazine, 155 mg of 4-bromo-1,10-phenanthroline, 32 mg of lithium chloride and 23 mg of tetrakis(triphenylphosphine)palladium were suspended in a toluene (6.0 mL)/ethanol (1.5 mL) mixed solvent. 1.0 mL of a 2.0M aqueous sodium carbonate solution was added in the obtained suspension, and the mixture was stirred at 100° C. for 88 hours. Then the reaction mixture was lef... Reagents/catalysts: C=1C=CC(=CC1)[P](C=2C=CC=CC2)(C=3C=CC=CC3)[Pd]([P](C=4C=CC=CC4)(C=5C=CC=CC5)C=6C=CC=CC6)([P](C=7C=CC=CC7)(C=8C=CC=CC8)C=9C=CC=CC9)[P](C=1C=CC=CC1)(C=1C=CC=CC1)C=1C=CC=CC1 (tetrakis(triphenylphosphine)palladium). Run in C1(=CC=CC=C1)C (toluene), C(C)O (ethanol). The reactants are CC1=NC2=CC(=C(C=C2C(N1COC(C(C)(C)C)=O)=O)C(C)N(CC#C)C1=CC=C(C(=O)OC2=C(C(=C(C(=C2F)F)F)F)F)C=C1)C (pentafluorophenyl p-{N-[1-(2,7-dimethyl-4-oxo-3-(pivaloyloxymethyl)-3,4-dihydroquinazolin-6-yl)ethyl]-N-(prop-2-ynyl)amino}benzoate), N[C@H](C(=O)OC)CCC1=NN=NN1 (methyl (2S)-2-amino-4-(tetrazol-5-yl)butyrate), C(CCC)(=O)OC (methyl butyrate). The product is CC1=NC2=CC(=C(C=C2C(N1)=O)C(C)N(CC#C)C1=CC=C(C(=O)NC(C(=O)O)CCC2=NN=NN2)C=C1)C (2- {p-{N-[1-(2,7-dimethyl-4-oxo-3,4-dihydroquinazolin-6-yl)ethyl]-N-(prop-2-ynyl)amino}benzamido}-4-(tetrazol-5-yl)butyric acid). As a reaction SMILES: [CH3:1][C:2]1[N:11](COC(=O)C(C)(C)C)[C:10](=[O:20])[C:9]2[C:4](=[CH:5][C:6]([CH3:47])=[C:7]([CH:21]([N:23]([C:27]3[CH:46]=[CH:45][C:30]([C:31](OC4C(F)=C(F)C(F)=C(F)C=4F)=[O:32])=[CH:29][CH:28]=3)[CH2:24][C:25]#[CH:26])[CH3:22])[CH:8]=2)[N:3]=1.[NH2:48][C@@H:49]([CH2:54][CH2:55][C:56]1[NH:60][N:59]=[N:58][N:57]=1)[C:50]([O:52]C)=[O:51].C(OC)(=O)CCC>>[CH3:1][C:2]1[NH:11][C:10](=[O:20])[C:9]2[C:4](=[CH:5][C:6]([CH3:47])=[C:7]([CH:21]([N:23]([C:27]3[CH:28]=[CH:29][C:30]([C:31]([NH:48][CH:49]([CH2:54][CH2:55][C:56]4[NH:60][N:59]=[N:58][N:57]=4)[C:50]([OH:52])=[O:51])=[O:32])=[CH:45][CH:46]=3)[CH2:24][C:25]#[CH:26])[CH3:22])[CH:8]=2)[N:3]=1. Procedure details: Using analogous procedures to those described in Example 1 pentafluorophenyl p-{N-[1-(2,7-dimethyl-4-oxo-3-(pivaloyloxymethyl)-3,4-dihydroquinazolin-6-yl)ethyl]-N-(prop-2-ynyl)amino}benzoate was reacted with methyl (2S)-2-amino-4-(tetrazol-5-yl)butyrate and the resultant methyl butyrate was hydrolysed to give 2- {p-{N-[1-(2,7-dimethyl-4-oxo-3,4-dihydroquinazolin-6-yl)ethyl]-N-(prop-2-ynyl)amino}benzamido}-4-(tetrazol-5-yl)butyric acid in 25% yields m.p. 207° C. Reactants: Cl (HCl), N(=[N+]=[N-])C1=CC=C(O1)C=O (5-azido-2-furaldehyde), O1CCN(CC1)CC1C(N([CH-]O1)N)=O (5-morpholinomethyl-3-amino-2-oxazolidone), C(C)O (ethanol). Run in C(C)O.O (ethanol water). Conditions: time 8 hour. The product is O1CCN(CC1)CC1CN(C(O1)=O)N=CC(C=CC#N)=O (5-(5-Morpholinomethyl-2-oxo-oxazolidin-3-ylimino)-4-oxo-pent-2-enenitrile). Isolated yield 83.0%. Reaction SMILES: [N:1]([C:4]1[O:8][C:7]([CH:9]=O)=[CH:6][CH:5]=1)=[N+]=[N-].[O:11]1[CH2:16][CH2:15][N:14]([CH2:17][CH:18]2[O:22][CH-:21][N:20]([NH2:23])[C:19]2=O)[CH2:13][CH2:12]1.Cl.C([OH:28])C>C(O)C.O>[O:11]1[CH2:16][CH2:15][N:14]([CH2:17][CH:18]2[O:22][C:21](=[O:28])[N:20]([N:23]=[CH:9][C:7](=[O:8])[CH:6]=[CH:5][C:4]#[N:1])[CH2:19]2)[CH2:13][CH2:12]1 |f:4.5|. Reported procedure: A solution of 5-azido-2-furaldehyde (33 mg, 0.24 mmole) in 2 ml of ethanol was added dropwise to a solution of 5-morpholinomethyl-3-amino-2-oxazolidone (Sigma, 43 mg, 0.21 mmole) in 2.5 ml of ethanol:water (5:1) mixture, followed by 0.5 ml of 1N HCl. The reaction mix was stirred at room temperature overnight and evaporated to dryness. The residue was partitioned between 20 ml of ethyl acetate and 10 ml of 2% sodium bicarbonate. The ethyl acetate layer was kept and the aqueous layer extracted wit... The reactants are C(Cl)Cl (CH2Cl2), ClC(=O)OC1=CC=C(C=C1)[N+](=O)[O-] (4-nitrophenyl chloroformate), ClC1=CC2=C(N(C=N2)CC(CC(C)(C)C)O)C=C1Cl (1-(5,6-Dichloro-benzimidazol-1-yl)-4,4-dimethyl-pentan-2-ol). The solvent is C(C)(=O)OCC (ethyl acetate), N1=CC=CC=C1 (pyridine). Run at temperature 80 celsius. Product: C(OC(CC(C)(C)C)CN1C=NC2=C1C=C(C(=C2)Cl)Cl)(OC2=CC=C(C=C2)[N+](=O)[O-])=O (1-(5,6-dichloro-benzimidazol-1-ylmethyl)-3,3-dimethyl-butyl 4-nitrophenyl carbonate). The yield is 76.9%. As a reaction SMILES: [Cl:1][C:2]1[C:18]([Cl:19])=[CH:17][C:5]2[N:6]([CH2:9][CH:10]([OH:16])[CH2:11][C:12]([CH3:15])([CH3:14])[CH3:13])[CH:7]=[N:8][C:4]=2[CH:3]=1.C(Cl)Cl.Cl[C:24]([O:26][C:27]1[CH:32]=[CH:31][C:30]([N+:33]([O-:35])=[O:34])=[CH:29][CH:28]=1)=[O:25]>N1C=CC=CC=1.C(OCC)(=O)C>[C:24](=[O:25])([O:26][C:27]1[CH:28]=[CH:29][C:30]([N+:33]([O-:35])=[O:34])=[CH:31][CH:32]=1)[O:16][CH:10]([CH2:9][N:6]1[C:5]2[CH:17]=[C:18]([Cl:19])[C:2]([Cl:1])=[CH:3][C:4]=2[N:8]=[CH:7]1)[CH2:11][C:12]([CH3:15])([CH3:14])[CH3:13]. Procedure details: The product from step B (445 mg, 1.48 mmol) was dissolved in pyridine (4 mL) and CH2Cl2 (2 mL) and treated with 4-nitrophenyl chloroformate (328 mg, 1.62 mmol). The reaction vessel was sealed and heated to 80° C. overnight. After cooling to room temperature, the reaction was diluted with ethyl acetate and extracted with water twice, 1 M aqueous HCl 3 times, water once and saturated aqueous NaCl once. The organics were then dried over MgSO4 and the solvent was removed. The residue was treated wit...